Dataset: the Open Reaction Database (ORD), a public repository of structured organic reaction records. Task: describe an organic reaction: reactants, conditions, products, and yield Starting materials: N(CCO)(CCO)CCO (triethanolamine), Cl (hydrochloric acid). Run in O (water). Product: Cl.N(CCO)(CCO)CCO (triethanolamine hydrochloride). Reaction SMILES: [N:1]([CH2:8][CH2:9][OH:10])([CH2:5][CH2:6][OH:7])[CH2:2][CH2:3][OH:4].[ClH:11]>O>[ClH:11].[N:1]([CH2:8][CH2:9][OH:10])([CH2:5][CH2:6][OH:7])[CH2:2][CH2:3][OH:4] |f:3.4|. Reported procedure: 100 parts of triethanolamine were dissolved in 500 parts of water. 100 parts of concentrated hydrochloric acid were added to the solution to give a triethanolamine hydrochloride solution. This solution was added dropwise to a solution of 50 parts of C. I. Solubilized Sulphur Black 1 in 500 parts of boiling water under stirring. A crystallization began immediately. The crystal thus formed was separated by filtration, washed with water and dried to give a water-insoluble black pigment of the follo... The reactants are C(Cl)Cl (DCM), B1C2CCCC1CCC2 (9-BBN), solution, C(C)(C)(C)OC(N[C@@H](CC(C=C)(C)C)CN1C(C2=CC=CC=C2C1=O)=O)=O ([(S)-1-(1,3-Dioxo-1,3-dihydro-isoindol-2-ylmethyl)-3,3-dimethyl-pent-4-enyl]-carbamic acid tert-butyl ester), [O-]P(=O)([O-])[O-].[K+].[K+].[K+] (K3PO4), IC1=CC=C(OC[C@H]2OC(OC2)(C)C)C=C1 ((R)-4-(4-Iodo-phenoxymethyl)-2,2-dimethyl-[1,3]dioxolane). Reagents/catalysts: C1=CC=C(C=C1)P([C-]2C=CC=C2)C3=CC=CC=C3.C1=CC=C(C=C1)P([C-]2C=CC=C2)C3=CC=CC=C3.Cl[Pd]Cl.[Fe+2] (Pd(dppf)Cl2). Run in CN(C)C=O (DMF), C1CCOC1 (THF), C1CCOC1 (THF). Run at time 8 hour. The product is CCOC(=O)C.CCCC(C)C (EtOAc iso-hexane), C(C)(C)(C)OC(N[C@@H](CC(CCC1=CC=C(C=C1)OC[C@H]1OC(OC1)(C)C)(C)C)CN1C(C2=CC=CC=C2C1=O)=O)=O ([(S)-5-[4-((R)-2,2-Dimethyl-[1,3]dioxolan-4-ylmethoxy)-phenyl]-1-(1,3-dioxo-1,3-dihydro-isoindol-2-ylmethyl)-3,3-dimethyl-pentyl]-carbamic acid tert-butyl ester). Reaction SMILES: B1C2CCCC1CCC2.[C:10]([O:14][C:15](=[O:36])[NH:16][C@H:17]([CH2:24][N:25]1[C:33](=[O:34])[C:32]2[C:27](=[CH:28][CH:29]=[CH:30][CH:31]=2)[C:26]1=[O:35])[CH2:18][C:19]([CH3:23])([CH3:22])[CH:20]=[CH2:21])([CH3:13])([CH3:12])[CH3:11].[O-]P([O-])([O-])=O.[K+].[K+].[K+].I[C:46]1[CH:60]=[CH:59][C:49]([O:50][CH2:51][C@@H:52]2[CH2:56][O:55][C:54]([CH3:58])([CH3:57])[O:53]2)=[CH:48][CH:47]=1.C(Cl)Cl>C1COCC1.C1C=CC(P(C2C=CC=CC=2)[C-]2C=CC=C2)=CC=1.C1C=CC(P(C2C=CC=CC=2)[C-]2C=CC=C2)=CC=1.Cl[Pd]Cl.[Fe+2].CN(C=O)C>[CH3:51][CH2:52][O:53][C:54]([CH3:57])=[O:55].[CH3:24][CH2:17][CH2:18][CH:19]([CH3:22])[CH3:20].[C:10]([O:14][C:15](=[O:36])[NH:16][C@H:17]([CH2:24][N:25]1[C:26](=[O:35])[C:27]2[C:32](=[CH:31][CH:30]=[CH:29][CH:28]=2)[C:33]1=[O:34])[CH2:18][C:19]([CH3:22])([CH3:23])[CH2:20][CH2:21][C:46]1[CH:60]=[CH:59][C:49]([O:50][CH2:51][C@@H:52]2[CH2:56][O:55][C:54]([CH3:58])([CH3:57])[O:53]2)=[CH:48][CH:47]=1)([CH3:11])([CH3:12])[CH3:13] |f:2.3.4.5,9.10.11.12,14.15|. Reported procedure: 9-BBN (4.63 ml of a 0.5 M solution in THF, 0.23 mmol) is added to a solution of [(S)-1-(1,3-Dioxo-1,3-dihydro-isoindol-2-ylmethyl)-3,3-dimethyl-pent-4-enyl]-carbamic acid tert-butyl ester (0.43 g, 0.116 mmol) in THF (15 ml) and the resulting colourless solution is stirred at room temperature overnight. Anhydrous DMF (15 ml) is added to the solution, followed by 3 M aqueous K3PO4 solution (0.77 ml, 2.3 mmol), (R)-4-(4-Iodo-phenoxymethyl)-2,2-dimethyl-[1,3]dioxolane (267 mg, 0.28 mmol) and Pd(dppf... Reaction SMILES: C[O:2][C:3]([C:7]1[CH:8]=[C:9]([C:21]([F:24])([F:23])[F:22])[C:10]([O:19][CH3:20])=[C:11]([N:13]2[CH2:18][CH2:17][O:16][CH2:15][CH2:14]2)[CH:12]=1)(OC)[CH3:4].[Br-:25].[Br-].[Br-].C1([N+](C)(C)C)C=CC=CC=1.C1([N+](C)(C)C)C=CC=CC=1.C1([N+](C)(C)C)C=CC=CC=1.S([O-])([O-])(=O)=S.O>CO.C1COCC1.CC(=O)OCC>[Br:25][CH2:4][C:3]([C:7]1[CH:8]=[C:9]([C:21]([F:24])([F:23])[F:22])[C:10]([O:19][CH3:20])=[C:11]([N:13]2[CH2:18][CH2:17][O:16][CH2:15][CH2:14]2)[CH:12]=1)=[O:2] |f:1.2.3.4.5.6|. Reaction conditions: temperature 7 celsius, time 8 hour. The yield is 64.0%. Reported procedure: 4-[5-(1,1-Dimethoxyethyl)-2-methoxy-3-trifluormethylphenyl]morpholine (O2.004; 460 mg) was dissolved in a mixture of methanol (1.4 ml) and THF (4 ml), the mixture was cooled to 7° C., and phenyltrimethylammonium tribromide (530 mg) was added in portions while stirring. After stirring at RT for 3 h, the mixture was left to stand overnight. Then aqueous thiosulfate solution (0.8 ml; w=5%) and water (4 ml) were added, and the mixture was admixed with EA and extracted three times with EA. The combin... Starting materials: COC(C)(OC)C=1C=C(C(=C(C1)N1CCOCC1)OC)C(F)(F)F (4-[5-(1,1-Dimethoxyethyl)-2-methoxy-3-trifluormethylphenyl]morpholine), [Br-].[Br-].[Br-].C1(=CC=CC=C1)[N+](C)(C)C.C1(=CC=CC=C1)[N+](C)(C)C.C1(=CC=CC=C1)[N+](C)(C)C (phenyltrimethylammonium tribromide), S(=S)(=O)([O-])[O-] (thiosulfate), O (water). Yields the product BrCC(=O)C1=CC(=C(C(=C1)C(F)(F)F)OC)N1CCOCC1 (2-Bromo-1-(4-methoxy-3-morpholin-4-yl-5-trifluoromethylphenyl)ethanone). The solvent is CO (methanol), C1CCOC1 (THF), CC(OCC)=O (EA). The reactants are C(C)(C)NCC=1C=C(C(=O)NC=2SC3=C(C2C(=O)NC2=CC=C(C=C2)CCC2=CC=C(C(=O)OC)C=C2)CCCC3)C=CC1 (methyl 4-{2-[4-({[2-({3-[(isopropylamino)methyl]benzoyl}amino)-4,5,6,7-tetrahydro-1-benzothiophen-3-yl]carbonyl}amino)phenyl]ethyl}benzoate), C(C)OP(=O)(OCC)CCCC(=O)O (4-(diethoxyphosphoryl)butanoic acid). Yields the product C(C)OP(=O)(OCC)CCCC(=O)N(C(C)C)CC=1C=C(C(=O)NC=2SC3=C(C2C(=O)NC2=CC=C(C=C2)CCC2=CC=C(C(=O)OC)C=C2)CCCC3)C=CC1 (methyl 4-[2-(4-{[(2-{[3-({[4-(diethoxyphosphoryl)butanoyl](isopropyl)amino}methyl)benzoyl}amino}-4,5,6,7-tetrahydro-1-benzothiophen-3-yl)carbonyl]amino}phenyl)ethyl]benzoate). The yield is 82.4%. RXN SMILES: [CH:1]([NH:4][CH2:5][C:6]1[CH:7]=[C:8]([CH:42]=[CH:43][CH:44]=1)[C:9]([NH:11][C:12]1[S:13][C:14]2[CH2:41][CH2:40][CH2:39][CH2:38][C:15]=2[C:16]=1[C:17]([NH:19][C:20]1[CH:25]=[CH:24][C:23]([CH2:26][CH2:27][C:28]2[CH:37]=[CH:36][C:31]([C:32]([O:34][CH3:35])=[O:33])=[CH:30][CH:29]=2)=[CH:22][CH:21]=1)=[O:18])=[O:10])([CH3:3])[CH3:2].[CH2:45]([O:47][P:48]([CH2:53][CH2:54][CH2:55][C:56](O)=[O:57])([O:50][CH2:51][CH3:52])=[O:49])[CH3:46]>>[CH2:51]([O:50][P:48]([CH2:53][CH2:54][CH2:55][C:56]([N:4]([CH2:5][C:6]1[CH:7]=[C:8]([CH:42]=[CH:43][CH:44]=1)[C:9]([NH:11][C:12]1[S:13][C:14]2[CH2:41][CH2:40][CH2:39][CH2:38][C:15]=2[C:16]=1[C:17]([NH:19][C:20]1[CH:25]=[CH:24][C:23]([CH2:26][CH2:27][C:28]2[CH:29]=[CH:30][C:31]([C:32]([O:34][CH3:35])=[O:33])=[CH:36][CH:37]=2)=[CH:22][CH:21]=1)=[O:18])=[O:10])[CH:1]([CH3:3])[CH3:2])=[O:57])([O:47][CH2:45][CH3:46])=[O:49])[CH3:52]. Procedure: By using 550 mg of methyl 4-{2-[4-({[2-({3-[(isopropylamino)methyl]benzoyl}amino)-4,5,6,7-tetrahydro-1-benzothiophen-3-yl]carbonyl}amino)phenyl]ethyl}benzoate and 200 mg of 4-(diethoxyphosphoryl)butanoic acid as starting materials, the reaction similar to Preparation Example 27 was performed, thereby obtaining 600 mg of methyl 4-[2-(4-{[(2-{[3-({[4-(diethoxyphosphoryl)butanoyl](isopropyl)amino}methyl)benzoyl}amino}-4,5,6,7-tetrahydro-1-benzothiophen-3-yl)carbonyl]amino}phenyl)ethyl]benzoate. As a reaction SMILES: [NH2:1][C@@H:2]1[CH2:7][CH2:6][C@H:5]([NH:8][C:9]([C:11]2[C:15]3=[N:16][CH:17]=[CH:18][C:19]([C:20]4[CH:25]=[CH:24][C:23]([F:26])=[CH:22][C:21]=4[O:27][CH2:28][CH:29]4[CH2:31][CH2:30]4)=[C:14]3[NH:13][C:12]=2[CH3:32])=[O:10])[CH2:4][CH2:3]1.[CH3:33][O:34][CH2:35][C:36](Cl)=[O:37]>>[CH:29]1([CH2:28][O:27][C:21]2[CH:22]=[C:23]([F:26])[CH:24]=[CH:25][C:20]=2[C:19]2[CH:18]=[CH:17][N:16]=[C:15]3[C:11]([C:9]([NH:8][C@H:5]4[CH2:6][CH2:7][C@@H:2]([NH:1][C:36](=[O:37])[CH2:35][O:34][CH3:33])[CH2:3][CH2:4]4)=[O:10])=[C:12]([CH3:32])[NH:13][C:14]=23)[CH2:30][CH2:31]1. Yields the product C1(CC1)COC1=C(C=CC(=C1)F)C1=C2C(=NC=C1)C(=C(N2)C)C(=O)N[C@@H]2CC[C@@H](CC2)NC(COC)=O (7-[2-(Cyclopropylmethoxy)-4-fluorophenyl]-N-{cis-4-[(methoxyacetyl)amino]cyclohexyl}-2-methyl-1H-pyrrolo[3,2-b]pyridine-3-carboxamide). Procedure: Starting from N-(cis-4-aminocyclohexyl)-7-[2-(cyclopropylmethoxy)-4-fluorophenyl]-2-methyl-1H-pyrrolo[3,2-b]pyridine-3-carboxamide (example D.f6) and commercially available methoxy-acetyl chloride the title compound is obtained as colorless solid. Reactants: N[C@H]1CC[C@H](CC1)NC(=O)C1=C(NC=2C1=NC=CC2C2=C(C=C(C=C2)F)OCC2CC2)C (N-(cis-4-aminocyclohexyl)-7-[2-(cyclopropylmethoxy)-4-fluorophenyl]-2-methyl-1H-pyrrolo[3,2-b]pyridine-3-carboxamide), COCC(=O)Cl (methoxy-acetyl chloride). Starting materials: N(C(=O)C)C1=CC(=C(C=C1Br)C=1N=C2N(N=C(C=C2)Cl)C1)OC (2-(4-Acetamino-5-bromo-2-methoxy-phenyl)-6-chloro-imidazo[1,2-b]pyridazine), [OH-].[K+] (potassium hydroxide), O (water). Reagents/catalysts: [Pd] (Pd/C). Run in CN(C=O)C (dimethylformamide). The product is Br.N(C(=O)C)C1=CC(=C(C=C1)C=1N=C2N(N=CC=C2)C1)OC (2-(4-Acetamino-2-methoxy-phenyl)-imidazo[1,2-b]pyridazine-hydrobromide). Reaction SMILES: [NH:1]([C:5]1[C:10]([Br:11])=[CH:9][C:8]([C:12]2[N:13]=[C:14]3[CH:19]=[CH:18][C:17](Cl)=[N:16][N:15]3[CH:21]=2)=[C:7]([O:22][CH3:23])[CH:6]=1)[C:2]([CH3:4])=[O:3].[OH-].[K+].O>CN(C)C=O.[Pd]>[BrH:11].[NH:1]([C:5]1[CH:10]=[CH:9][C:8]([C:12]2[N:13]=[C:14]3[CH:19]=[CH:18][CH:17]=[N:16][N:15]3[CH:21]=2)=[C:7]([O:22][CH3:23])[CH:6]=1)[C:2]([CH3:4])=[O:3] |f:1.2,6.7|. Procedure: 2 g (5 mmol) of 2-(4-Acetamino-5-bromo-2-methoxy-phenyl)-6-chloro-imidazo[1,2-b]pyridazine are suspended in 100 ml of dimethylformamide, mixed with 0.28 g (5 mmol) of ground potassium hydroxide and hydrogenated for 50 minutes at ambient temperature and in a Parr apparatus with 0.5 g of 20% Pd/C under a hydrogen pressure of 5 bar. Then 25 ml of water are added and the catalyst is filtered off. The mother liquor is concentrated by centrifuging and after stirring with 50 ml of water it is suction f...